From a dataset of the Open Reaction Database (ORD), a public repository of structured organic reaction records. describe an organic reaction: reactants, conditions, products, and yield The reactants are C(C)(C)(C)OC(=O)N[C@H](CC1=CC(=C(C=C1)O)Cl)C(=O)O (N-(tert-butoxycarbonyl)-3-(3-chloro-4-hydroxyphenyl)-D-a lanine), C(C)(C)(C)OC(=O)OC(=O)OC(C)(C)C (di-tert-butyldicarbonate), C([O-])([O-])=O.[K+].[K+] (potassium carbonate), methyl ester, S(=O)(=O)(OC)OC (dimethyl sulfate), [OH-].[Na+] (sodium hydroxide). Run in O1CCOCC1 (dioxane), C(C)N(CC)CC (triethylamine), O1CCOCC1 (dioxane), CC(=O)C (acetone). The product is C(C)(C)(C)OC(=O)N[C@H](CC1=CC(=C(C=C1)OC)Cl)C(=O)O (N-(tert-butoxycarbonyl)-3-(3-chloro-4-methoxyphenyl)-D-a lanine). The yield is 86.0%. Reaction SMILES: [C:1]([O:5][C:6]([NH:8][C@@H:9]([C:19]([OH:21])=[O:20])[CH2:10][C:11]1[CH:16]=[CH:15][C:14]([OH:17])=[C:13]([Cl:18])[CH:12]=1)=[O:7])([CH3:4])([CH3:3])[CH3:2].[C:22](OC(OC(OC(C)(C)C)=O)=O)(C)(C)C.S(OC)(OC)(=O)=O.C(=O)([O-])[O-].[K+].[K+].[OH-].[Na+]>O1CCOCC1.CC(C)=O.C(N(CC)CC)C>[C:1]([O:5][C:6]([NH:8][C@@H:9]([C:19]([OH:21])=[O:20])[CH2:10][C:11]1[CH:16]=[CH:15][C:14]([O:17][CH3:22])=[C:13]([Cl:18])[CH:12]=1)=[O:7])([CH3:4])([CH3:2])[CH3:3] |f:3.4.5,6.7|. Reported procedure: Protected amino acid I was prepared from D-tyrosine in five steps. First, D-tyrosine was chlorinated with sulfuryl chloride in glacial acetic acid (R. Zeynek, Hoppe-Seyler's Z. f. Physiol. Chemie 1926, 144, 247-254). Next N-(tert-butoxycarbonyl)-3-(3-chloro-4-hydroxyphenyl)-D-a lanine was obtained in 94% yield by treating a suspension of the amino acid in 50% aqueous dioxane with di-tert-butyldicarbonate in the presence of triethylamine. The resulting product was dimethylated with dimethyl sulfa... The reactants are C(=O)(OCC1=CC=CC=C1)N([C@@H](C(C)C)C(=O)O)C (Z-N-Me-Val-OH), N[C@@H](CC1=CC(=C(C=C1)O)C(C)(C)C)C(=O)N (Tyr(3-tBu)-NH2), C=1C=CC2=C(C1)N=NN2O (HOBT), CC(N=C=NC(C)C)C (DIC). Solvent: CN(C)C=O (DMF), C(C)(=O)OCC (ethyl acetate). Reaction conditions: time 15 hour. Yields the product C(=O)(OCC1=CC=CC=C1)N([C@@H](C(C)C)C(=O)N[C@@H](CC1=CC(=C(C=C1)O)C(C)(C)C)C(=O)N)C (Z-N-Me-Val-Tyr(3-tBu)-NH2). The yield is 131.9%. RXN SMILES: [C:1]([N:11]([CH3:19])[C@H:12]([C:16]([OH:18])=O)[CH:13]([CH3:15])[CH3:14])([O:3][CH2:4][C:5]1[CH:10]=[CH:9][CH:8]=[CH:7][CH:6]=1)=[O:2].[NH2:20][C@H:21]([C:34]([NH2:36])=[O:35])[CH2:22][C:23]1[CH:28]=[CH:27][C:26]([OH:29])=[C:25]([C:30]([CH3:33])([CH3:32])[CH3:31])[CH:24]=1.C1C=CC2N(O)N=NC=2C=1.CC(C)N=C=NC(C)C>CN(C=O)C.C(OCC)(=O)C>[C:1]([N:11]([CH3:19])[C@H:12]([C:16]([NH:20][C@H:21]([C:34]([NH2:36])=[O:35])[CH2:22][C:23]1[CH:28]=[CH:27][C:26]([OH:29])=[C:25]([C:30]([CH3:33])([CH3:31])[CH3:32])[CH:24]=1)=[O:18])[CH:13]([CH3:14])[CH3:15])([O:3][CH2:4][C:5]1[CH:6]=[CH:7][CH:8]=[CH:9][CH:10]=1)=[O:2]. Procedure: To a solution of 400 mg (1.52 mmol) of Z-N-Me-Val-OH, 300 mg (1.27 mmol) of Tyr(3-tBu)-NH2 and 230 mg (1.52 mmol) of HOBT in 7 ml of DMF, 0.24 ml (1.52 mmol) of DIC was added dropwise under cooling with ice and the mixture was stirred at room temperature for 15 hours and a half. The reaction mixture was diluted with ethyl acetate and washed with saturated brine. The organic layer was dried with anhydrous sodium sulfate and concentrated under reduced pressure; the resulting residue was subjected ... The reactants are O (Water), C(C)(C)(C)OC(=O)N1CCC(CC1)COC1=C(C=C2C(=CC=NC2=C1)OC1=CC(=C(C=C1)NC(=O)NC1=CC=C(C=C1)F)F)C#N (4-(6-cyano-4-{3-fluoro-4-[3-(4-fluorophenyl)ureido]phenoxy}quinolin-7-yloxymethyl)piperidine-1-carboxylic acid tert-butyl ester), C([O-])(O)=O.[Na+] (sodium bicarbonate). Run in FC(C(=O)O)(F)F (trifluoroacetic acid). Conditions: time 10 minute. Product: FC1=C(C=CC(=C1)OC1=CC=NC2=CC(=C(C=C12)C#N)OCC1CCNCC1)NC(=O)NC1=CC=C(C=C1)F (N-(2-Fluoro-4-{[6-cyano-7-(4-piperidylmethoxy)-4-quinolyl]oxy}phenyl)-N′-(4-fluorophenyl)urea). Yield: 78.3%. Reaction SMILES: C(OC([N:8]1[CH2:13][CH2:12][CH:11]([CH2:14][O:15][C:16]2[CH:25]=[C:24]3[C:19]([C:20]([O:26][C:27]4[CH:32]=[CH:31][C:30]([NH:33][C:34]([NH:36][C:37]5[CH:42]=[CH:41][C:40]([F:43])=[CH:39][CH:38]=5)=[O:35])=[C:29]([F:44])[CH:28]=4)=[CH:21][CH:22]=[N:23]3)=[CH:18][C:17]=2[C:45]#[N:46])[CH2:10][CH2:9]1)=O)(C)(C)C.O.C(=O)(O)[O-].[Na+]>FC(F)(F)C(O)=O>[F:44][C:29]1[CH:28]=[C:27]([O:26][C:20]2[C:19]3[C:24](=[CH:25][C:16]([O:15][CH2:14][CH:11]4[CH2:12][CH2:13][NH:8][CH2:9][CH2:10]4)=[C:17]([C:45]#[N:46])[CH:18]=3)[N:23]=[CH:22][CH:21]=2)[CH:32]=[CH:31][C:30]=1[NH:33][C:34]([NH:36][C:37]1[CH:38]=[CH:39][C:40]([F:43])=[CH:41][CH:42]=1)=[O:35] |f:2.3|. Procedure: After dissolving 4-(6-cyano-4-{3-fluoro-4-[3-(4-fluorophenyl)ureido]phenoxy}quinolin-7-yloxymethyl)piperidine-1-carboxylic acid tert-butyl ester (395 mg) in trifluoroacetic acid (2 ml), the solution was stirred for 10 minutes at room temperature. Water (20 ml) was added, the mixture was neutralized with sodium bicarbonate, and the precipitated crystals were filtered out to obtain the title compound (260 mg). The reactants are NC1=NC=CC=C1 (2-Aminopyridine), [Fe](Cl)Cl (iron(II) chloride), C(C=1C(C#N)=CC=CC1)#N (phthalonitrile). The solvent is C(C)(=O)OCC (ethyl acetate). Reaction conditions: time 1 hour. The product is N1=C(C=CC=C1)N=C1NC(C2=CC=CC=C12)=NC1=NC=CC=C1.[Fe+2] (Iron(II) 1,3-Bis(2-pyridylimino)isoindoline). RXN SMILES: [C:1](#[N:10])[C:2]1[C:3](=[CH:6][CH:7]=[CH:8][CH:9]=1)[C:4]#[N:5].[NH2:11][C:12]1[CH:17]=[CH:16][CH:15]=[CH:14][N:13]=1.[Fe:18](Cl)Cl>C(OCC)(=O)C>[N:13]1[CH:14]=[CH:15][CH:16]=[CH:17][C:12]=1[N:5]=[C:4]1[C:3]2[C:2](=[CH:9][CH:8]=[CH:7][CH:6]=2)[C:1](=[N:11][C:12]2[CH:17]=[CH:16][CH:15]=[CH:14][N:13]=2)[NH:10]1.[Fe+2:18] |f:4.5|. Procedure: A 100-mL round-bottom flask equipped with a nitrogen inlet and an internal fritted-glass filter is charged with phthalonitrile (2.56 g, 20.0 mmol) and ethyl acetate (50 mL). 2-Aminopyridine (3.77 g, 40.0 mmol, 2.1 eq.) and iron(II) chloride (2.54 g, 20.0 mmol) are added to the flask, and the mixture is stirred under nitrogen at room temperature for 1 h. The mixture is stirred at room temperature for 120 h, yielding a white precipitate. Starting materials: ClCCl, CN(C)C(=O)Cl, Clc1ccc2c(c1)C(c1ccccc1Cl)=NCc1cn[nH]c1-2, c1ccncc1. Product: CN(C)C(=O)n1cc2c(n1)-c1ccc(Cl)cc1C(c1ccccc1Cl)=NC2. As a reaction SMILES: [CH2:35]([Cl:36])[Cl:37].[CH3:23][N:24]([C:25](=[O:26])[Cl:27])[CH3:28].[Cl:1][c:2]1[cH:3][c:4]2[c:5]([cH:21][cH:22]1)-[c:6]1[c:7]([cH:18][n:19][nH:20]1)[CH2:8][N:9]=[C:10]2[c:11]1[c:12]([Cl:17])[cH:13][cH:14][cH:15][cH:16]1.[cH:29]1[cH:30][cH:31][n:32][cH:33][cH:34]1>>[Cl:1][c:2]1[cH:3][c:4]2[c:5]([cH:21][cH:22]1)-[c:6]1[c:7]([cH:18][n:19]([C:25]([N:24]([CH3:23])[CH3:28])=[O:26])[n:20]1)[CH2:8][N:9]=[C:10]2[c:11]1[c:12]([Cl:17])[cH:13][cH:14][cH:15][cH:16]1. Starting materials: BrC=1C(=C(C(=NC1)OC)F)C(=O)C1CCCC1 ((5-bromo-3-fluoro-2-methoxypyridin-4-yl)(cyclopentyl)methanone), O.NN (hydrazine monohydrate). Run in CO (methanol). Run at time 3 hour. Product: BrC1=C2C(=C(N=C1)OC)NN=C2C2CCCC2 (4-bromo-3-cyclopentyl-7-methoxy-1H-pyrazolo[3,4-c]pyridine). RXN SMILES: [Br:1][C:2]1[C:3]([C:11]([CH:13]2[CH2:17][CH2:16][CH2:15][CH2:14]2)=O)=[C:4](F)[C:5]([O:8][CH3:9])=[N:6][CH:7]=1.O.[NH2:19][NH2:20]>CO>[Br:1][C:2]1[CH:7]=[N:6][C:5]([O:8][CH3:9])=[C:4]2[NH:19][N:20]=[C:11]([CH:13]3[CH2:17][CH2:16][CH2:15][CH2:14]3)[C:3]=12 |f:1.2|. Procedure details: To a solution of (5-bromo-3-fluoro-2-methoxypyridin-4-yl)(cyclopentyl)methanone (440 mg) in methanol (10 mL) was added hydrazine monohydrate (2.06 mL) at room temperature, the mixture was stirred for 3 hr, and the reaction mixture was concentrated under reduced pressure. The residue was purified by silica gel column chromatography (basic silica gel, ethyl acetate/hexane) to give the title compound (100 mg).